Dataset: the Open Reaction Database (ORD), a public repository of structured organic reaction records. Task: describe an organic reaction: reactants, conditions, products, and yield Reactants: C(=O)(C(F)(F)F)O (TFA), BrC=1C(=C2C(=NC1)N(C=C2NC(=O)C2=CN(C(C=C2)=O)C)C(=O)OC(C)(C)C)N2C[C@@H](CCC2)N(C)C(=O)OC(C)(C)C ((R)-tert-butyl 5-bromo-4-(3-(tert-butoxycarbonyl(methyl)amino)piperidin-1-yl)-3-(1-methyl-6-oxo-1,6-dihydropyridine-3-carboxamido)-1H-pyrrolo[2,3-b]pyridine-1-carboxylate), C(Cl)Cl (DCM). Reaction conditions: time 1 hour. Yields the product Cl.BrC=1C(=C2C(=NC1)NC=C2NC(=O)C2=CN(C(C=C2)=O)C)N2C[C@@H](CCC2)NC ((R)—N-(5-bromo-4-(3-(methylamino)piperidin-1-yl)-1H-pyrrolo[2,3-b]pyridin-3-yl)-1-methyl-6-oxo-1,6-dihydropyridine-3-carboxamide hydrochloride). The yield is 91.0%. Reaction SMILES: C(O)(C(F)(F)F)=O.[Br:8][C:9]1[C:10]([N:36]2[CH2:41][CH2:40][CH2:39][C@@H:38]([N:42](C(OC(C)(C)C)=O)[CH3:43])[CH2:37]2)=[C:11]2[C:17]([NH:18][C:19]([C:21]3[CH:26]=[CH:25][C:24](=[O:27])[N:23]([CH3:28])[CH:22]=3)=[O:20])=[CH:16][N:15](C(OC(C)(C)C)=O)[C:12]2=[N:13][CH:14]=1.C(Cl)[Cl:52]>>[ClH:52].[Br:8][C:9]1[C:10]([N:36]2[CH2:41][CH2:40][CH2:39][C@@H:38]([NH:42][CH3:43])[CH2:37]2)=[C:11]2[C:17]([NH:18][C:19]([C:21]3[CH:26]=[CH:25][C:24](=[O:27])[N:23]([CH3:28])[CH:22]=3)=[O:20])=[CH:16][NH:15][C:12]2=[N:13][CH:14]=1 |f:3.4|. Reported procedure: TFA (0.020 mL, 0.26 mmol) was added to (R)-tert-butyl 5-bromo-4-(3-(tert-butoxycarbonyl(methyl)amino)piperidin-1-yl)-3-(1-methyl-6-oxo-1,6-dihydropyridine-3-carboxamido)-1H-pyrrolo[2,3-b]pyridine-1-carboxylate (0.034 g, 0.052 mmol) in DCM (1 mL). The reaction mixture was stirred at room temperature for 1 hour. The solvent was removed. The residue was dissolved in DCM (1 mL), and 2N HCl in ether (3 mL) was added. The solid formed was collected to give (R)—N-(5-bromo-4-(3-(methylamino)piperidin-1-... Reactants: CCCCCC(O[Si](C)(C)C(C)(C)C)c1ccc(CCS(=O)(=O)NCCCCCCC(=O)OCC)cc1, C1CCOC1, CCCC[N+](CCCC)(CCCC)CCCC, CCOC(C)=O, [F-]. Yields the product CCCCCC(O)c1ccc(CCS(=O)(=O)NCCCCCCC(=O)OCC)cc1. Reaction SMILES: [CH2:19]([CH3:20])[O:21][C:22]([CH2:23][CH2:24][CH2:25][CH2:26][CH2:27][CH2:28][NH:29][S:30](=[O:31])(=[O:32])[CH2:33][CH2:34][c:35]1[cH:36][cH:37][c:38]([CH:41]([CH2:42][CH2:43][CH2:44][CH2:45][CH3:46])[O:47][Si:48]([C:49]([CH3:50])([CH3:51])[CH3:52])([CH3:53])[CH3:54])[cH:39][cH:40]1)=[O:55].[CH2:56]1[O:57][CH2:58][CH2:59][CH2:60]1.[CH3:2][CH2:3][CH2:4][CH2:5][N+:6]([CH2:7][CH2:8][CH2:9][CH3:10])([CH2:11][CH2:12][CH2:13][CH3:14])[CH2:15][CH2:16][CH2:17][CH3:18].[CH3:61][CH2:62][O:63][C:64]([CH3:65])=[O:66].[F-:1]>>[CH2:19]([CH3:20])[O:21][C:22]([CH2:23][CH2:24][CH2:25][CH2:26][CH2:27][CH2:28][NH:29][S:30](=[O:31])(=[O:32])[CH2:33][CH2:34][c:35]1[cH:36][cH:37][c:38]([CH:41]([CH2:42][CH2:43][CH2:44][CH2:45][CH3:46])[OH:47])[cH:39][cH:40]1)=[O:55]. The reactants are BrC1=CN=CS1 (5-bromothiazol), CNCCN (N-methyl-ethylene-diamine). The reagents and catalysts are [Cu] (copper), [Cu]Cl (copper(I) chloride). The solvent is C(C)(C)O (isopropanol). Product: CN(CCN)C1=CN=CS1 (N1-methyl-N1-(thiazol-5-yl)ethane-1,2-diamine). Yield: 6.7%. Reaction SMILES: Br[C:2]1[S:6][CH:5]=[N:4][CH:3]=1.[CH3:7][NH:8][CH2:9][CH2:10][NH2:11]>C(O)(C)C.[Cu].[Cu]Cl>[CH3:7][N:8]([C:2]1[S:6][CH:5]=[N:4][CH:3]=1)[CH2:9][CH2:10][NH2:11]. Procedure details: 37 mg (0.6 mmol) copper and 172 mg (1.7 mmol) copper(I) chloride were added to a solution of 1.15 ml (10.5 mmol) 5-bromothiazol and 5.6 ml (63.0 mmol) N-methyl-ethylene-diamine in isopropanol (6 ml). Heating was subsequently performed for 1 h to 70° C. Concentration was subsequently performed in a vacuum. The residue was received with brine (40 ml) and DCM (20 ml) and the phases were separated. The organic phase was dried over MgSO4, filtered and concentrated in a vacuum. CC (DCE/EtOH/conc. NH4O... The reactants are C1=CC=CC=2C3=CC=CC=C3CC12 (fluorene), BrN1C(CCC1=O)=O (N-bromosuccinimide). The reagents and catalysts are C(C1=CC=CC=C1)(=O)OOC(C1=CC=CC=C1)=O (benzoyl peroxide). Solvent: C(Cl)(Cl)(Cl)Cl (carbon tetrachloride). The product is BrC1C2=CC=CC=C2C=2C=CC=CC12 (9-bromofluorene). Procedure: A mixture of fluorene (MW 166, 0.36M, 59.76 g), N-bromosuccinimide (MW 178, 0.36M, 64.1 g), benzoyl peroxide (MW 242, 0.0036M, 0.87 g) and carbon tetrachloride (360 ml) was stirred at reflux for 3 hours. After cooling to room temperature and screening, the filtrates were evaporated under reduced pressure to yield a dark oil, which after crystallisation from methanol gave 46.1 g of the title product (55% yield) as a yellow solid, m.p. 102°-104° C. Yield: 52.3%. Reaction SMILES: [CH:1]1[C:13]2[CH2:12][C:11]3[C:6](=[CH:7][CH:8]=[CH:9][CH:10]=3)[C:5]=2[CH:4]=[CH:3][CH:2]=1.[Br:14]N1C(=O)CCC1=O>C(OOC(=O)C1C=CC=CC=1)(=O)C1C=CC=CC=1.C(Cl)(Cl)(Cl)Cl>[Br:14][CH:12]1[C:11]2[CH:10]=[CH:9][CH:8]=[CH:7][C:6]=2[C:5]2[C:13]1=[CH:1][CH:2]=[CH:3][CH:4]=2. The reactants are CC(C)(C)OC(=O)N1CCC[C@H](C1)N, C1=CC=NC(=C1)Cl. Reagents/catalysts: CC(C)(C)[O-].[Na+], C1=CC=C(C=C1)P(C2=CC=CC=C2)C3=C(C4=CC=CC=C4C=C3)C5=C(C=CC6=CC=CC=C65)P(C7=CC=CC=C7)C8=CC=CC=C8, C1=CC=C(C=C1)/C=C/C(=O)/C=C/C2=CC=CC=C2.C1=CC=C(C=C1)/C=C/C(=O)/C=C/C2=CC=CC=C2.C1=CC=C(C=C1)/C=C/C(=O)/C=C/C2=CC=CC=C2.[Pd].[Pd]. Solvent: CC1=CC=CC=C1. Reaction conditions: temperature 110 celsius. The product is CC(C)(C)OC(=O)N1CCC[C@H](C1)NC2=CC=CC=N2. Isolated yield 93.4%. Procedure: Vial 1)  Pd2(dba)3 (0.018 g, 0.02 mmol) and BINAP (0.024 g, 0.04 mmol) were mixed in toluene (1mL) under N2 and stirred at rt for 5min.  Vial 2)  sodium tert-butoxide (0.999 g, 10.08 mmol), tert-butyl (R)-3-aminopiperidine-1-carboxylate (1.249 g, 6.05 mmol) and 2-chloropyridine (0.477 mL, 5.04 mmol) were mixed in toluene (6mL) under N2. Added the catalyst solution from vial 1. The mixture was heated at 110°C in an oil-bath.  LCMS (3h): product, no SM left.  The reaction was cooled to rt and the ...